From a dataset of the Open Reaction Database (ORD), a public repository of structured organic reaction records. describe an organic reaction: reactants, conditions, products, and yield Reactants: O=C1CCC(=O)N1Br, CC(=O)Oc1cccc(-c2nc(=O)n(C(C)C)c3cc(C)ccc23)c1, ClC(Cl)(Cl)Cl. Product: CC(=O)Oc1cccc(-c2nc(=O)n(C(C)C)c3cc(CBr)ccc23)c1. Reaction SMILES: [Br:26][N:27]1[C:28](=[O:29])[CH2:30][CH2:31][C:32]1=[O:33].[C:1]([CH3:2])(=[O:3])[O:4][c:5]1[cH:6][c:7](-[c:11]2[n:12][c:13](=[O:25])[n:14]([CH:22]([CH3:23])[CH3:24])[c:15]3[cH:16][c:17]([CH3:21])[cH:18][cH:19][c:20]23)[cH:8][cH:9][cH:10]1.[C:34]([Cl:35])([Cl:36])([Cl:37])[Cl:38]>>[C:1]([CH3:2])(=[O:3])[O:4][c:5]1[cH:6][c:7](-[c:11]2[n:12][c:13](=[O:25])[n:14]([CH:22]([CH3:23])[CH3:24])[c:15]3[cH:16][c:17]([CH2:21][Br:26])[cH:18][cH:19][c:20]23)[cH:8][cH:9][cH:10]1. Starting materials: Cl.Cl.NC1=CC=C(C2=C1CCN(CC2)C)SC2=CC=CC=C2 (9-amino-3-methyl-6-phenylthio-2,3,4,5-tetrahydro-1H-3-benzazepine dihydrochloride), cuprous chloride, diazonium, Cl (hydrochloric acid), N(=O)[O-].[Na+] (sodium nitrite), Cl (hydrochloric acid). Solvent: O (water), O (water). Conditions: time 30 minute. The product is ClC1=CC=C(C2=C1CCN(CC2)C)SC2=CC=CC=C2 (9-chloro-3-methyl-6-phenylthio-2,3,4,5-tetrahydro-1H-3-benzazepine). As a reaction SMILES: [ClH:1].Cl.N[C:4]1[C:9]2[CH2:10][CH2:11][N:12]([CH3:15])[CH2:13][CH2:14][C:8]=2[C:7]([S:16][C:17]2[CH:22]=[CH:21][CH:20]=[CH:19][CH:18]=2)=[CH:6][CH:5]=1.Cl.N([O-])=O.[Na+]>O>[Cl:1][C:4]1[C:9]2[CH2:10][CH2:11][N:12]([CH3:15])[CH2:13][CH2:14][C:8]=2[C:7]([S:16][C:17]2[CH:22]=[CH:21][CH:20]=[CH:19][CH:18]=2)=[CH:6][CH:5]=1 |f:0.1.2,4.5|. Procedure: To a stirred suspension of 17.9 g. (0.05 mole) of 9-amino-3-methyl-6-phenylthio-2,3,4,5-tetrahydro-1H-3-benzazepine dihydrochloride in 50 ml. of water and 50 ml. of concentrated hydrochloric acid at 0°-5° C. is added dropwise a solution of 4.2 g. (0.06 mole) of sodium nitrite in 25 ml. of water. After being stirred at 0°-5° C. for 30 minutes, the resulting diazonium solution is added to a solution of 6.0 g. (0.06 mole) of cuprous chloride in 25 ml. of concentrated hydrochloric acid. The mixture ... The reactants are [OH-].[K+] (potassium hydroxide), OCC(O)CO (glycerol), C(CCC)NC1=C(C=C2C(=C1)OCO2)[N+](=O)[O-] (2-n-butylamino-4,5-methylenedioxy-1-nitrobenzene). Yields the product OC(COC1=C(C=C(C(=C1)NCCCC)[N+](=O)[O-])O)CO (2-(β,γ-dihydroxypropoxy)-4-n-butylamino-5-nitrophenol). As a reaction SMILES: [OH-].[K+].[CH2:3]([NH:7][C:8]1[CH:13]=[C:12]2[O:14][CH2:15][O:16][C:11]2=[CH:10][C:9]=1[N+:17]([O-:19])=[O:18])[CH2:4][CH2:5][CH3:6].[OH:20][CH2:21][CH:22](CO)[OH:23]>>[OH:20][CH:21]([CH2:22][OH:23])[CH2:15][O:14][C:12]1[CH:13]=[C:8]([NH:7][CH2:3][CH2:4][CH2:5][CH3:6])[C:9]([N+:17]([O-:19])=[O:18])=[CH:10][C:11]=1[OH:16] |f:0.1|. Reported procedure: 0.128 mol (8.5 g) of 85% pure potassium hydroxide pellets is dissolved in 70 ml of double-distilled glycerol on a boiling water bath. 2-n-butylamino-4,5-methylenedioxy-1-nitrobenzene, prepared according to Example 4, is added with stirring. Starting materials: BrC1=CC=C(C=C1)OC(F)(F)F (1-bromo-4-(trifluoromethoxy)benzene), FC=1C=C(C#N)C=CC1[C@H]1CC(C=2N1C=NC2)=O (3-fluoro-4-((R)-7-oxo-6,7-dihydro-5H-pyrrolo[1,2-c]imidazol-5-yl)-benzonitrile), [Li]CCCC (n-BuLi), CCCCCC (hexane), C(=O)=O (dry ice). Run in C1CCOC1 (THF), CC(=O)C (acetone), C1CCOC1 (THF). Reaction conditions: temperature -78 celsius, time 1 hour. Yields the product FC=1C=C(C#N)C=CC1[C@H]1C[C@@](C=2N1C=NC2)(C2=CC=C(C=C2)OC(F)(F)F)O (3-fluoro-4-((5R,7S)-7-hydroxy-7-(4-(trifluoromethoxy)phenyl)-6,7-dihydro-5H-pyrrolo[1,2-c]imidazol-5-yl)benzonitrile). Isolated yield 15.8%. Reaction SMILES: [Li]CCCC.CCCCCC.C(=O)=O.Br[C:16]1[CH:21]=[CH:20][C:19]([O:22][C:23]([F:26])([F:25])[F:24])=[CH:18][CH:17]=1.[F:27][C:28]1[CH:29]=[C:30]([CH:33]=[CH:34][C:35]=1[C@@H:36]1[N:40]2[CH:41]=[N:42][CH:43]=[C:39]2[C:38](=[O:44])[CH2:37]1)[C:31]#[N:32]>C1COCC1.CC(C)=O>[F:27][C:28]1[CH:29]=[C:30]([CH:33]=[CH:34][C:35]=1[C@@H:36]1[N:40]2[CH:41]=[N:42][CH:43]=[C:39]2[C@@:38]([OH:44])([C:16]2[CH:21]=[CH:20][C:19]([O:22][C:23]([F:26])([F:25])[F:24])=[CH:18][CH:17]=2)[CH2:37]1)[C:31]#[N:32]. Reported procedure: To a solution of a 1.6 M n-BuLi solution in hexane (0.428 ml, 0.684 mmol) cooled in a dry ice and acetone bath was added a solution of 1-bromo-4-(trifluoromethoxy)benzene (0.046 ml, 0.311 mmol) in 1 mL THF. The yellow crude was stirred at −78° C. for 1 hr. This crude was cannulated to a solution of 3-fluoro-4-((R)-7-oxo-6,7-dihydro-5H-pyrrolo[1,2-c]imidazol-5-yl)-benzonitrile (75 mg, 0.311 mmol) in THF (1 mL) cooled to −78° C. The crude was slowly warmed to room temperature over 5 hrs. The crude... Reactants: CO, CCOC(=O)C(=NOC1CC1)c1nsc(NC(c2ccccc2)(c2ccccc2)c2ccccc2)n1, [Na+], C1CCOC1, [OH-]. Yields the product O=C(O)C(=NOC1CC1)c1nsc(NC(c2ccccc2)(c2ccccc2)c2ccccc2)n1. Reaction SMILES: [CH3:37][OH:38].[CH:1]1([O:4][N:5]=[C:6]([C:7](=[O:8])[O:9][CH2:10][CH3:11])[c:12]2[n:13][s:14][c:15]([NH:17][C:18]([c:19]3[cH:20][cH:21][cH:22][cH:23][cH:24]3)([c:25]3[cH:26][cH:27][cH:28][cH:29][cH:30]3)[c:31]3[cH:32][cH:33][cH:34][cH:35][cH:36]3)[n:16]2)[CH2:2][CH2:3]1.[Na+:40].[O:41]1[CH2:42][CH2:43][CH2:44][CH2:45]1.[OH-:39]>>[CH:1]1([O:4][N:5]=[C:6]([C:7](=[O:8])[OH:9])[c:12]2[n:13][s:14][c:15]([NH:17][C:18]([c:19]3[cH:20][cH:21][cH:22][cH:23][cH:24]3)([c:25]3[cH:26][cH:27][cH:28][cH:29][cH:30]3)[c:31]3[cH:32][cH:33][cH:34][cH:35][cH:36]3)[n:16]2)[CH2:2][CH2:3]1. The reactants are COc1ccc(C(=O)Cl)cc1, C=CC(C)(CCC=C(C)C)OC(C)=O, C1CCOC1, CC(C)[N-]C(C)C, [Li+]. Product: C=CC(C)(CCC=C(C)C)OC(=O)CC(=O)c1ccc(OC)cc1. Reaction SMILES: [C:23]([c:24]1[cH:25][cH:26][c:27]([O:30][CH3:31])[cH:28][cH:29]1)(=[O:32])[Cl:33].[C:9]([CH3:10])(=[O:11])[O:12][C:13]([CH:14]=[CH2:15])([CH2:16][CH2:17][CH:18]=[C:19]([CH3:20])[CH3:21])[CH3:22].[CH2:34]1[O:35][CH2:36][CH2:37][CH2:38]1.[CH:1]([N-:2][CH:3]([CH3:4])[CH3:5])([CH3:6])[CH3:7].[Li+:8]>>[C:9]([CH2:10][C:23]([c:24]1[cH:25][cH:26][c:27]([O:30][CH3:31])[cH:28][cH:29]1)=[O:32])(=[O:11])[O:12][C:13]([CH:14]=[CH2:15])([CH2:16][CH2:17][CH:18]=[C:19]([CH3:20])[CH3:21])[CH3:22]. The reactants are CCOC(=O)CCCBr, O=C([O-])[O-], Oc1cnc(N(Cc2cc(C(F)(F)F)cc(C(F)(F)F)c2)Cc2cc(C(F)(F)F)ccc2OCc2ccccc2)nc1, CN(C)C=O, CCOC(C)=O, [K+], [K+], O. The product is CCOC(=O)CCCOc1cnc(N(Cc2cc(C(F)(F)F)cc(C(F)(F)F)c2)Cc2cc(C(F)(F)F)ccc2OCc2ccccc2)nc1. RXN SMILES: [Br:43][CH2:44][CH2:45][CH2:46][C:47](=[O:48])[O:49][CH2:50][CH3:51].[C:52](=[O:53])([O-:54])[O-:55].[CH2:1]([c:2]1[cH:3][cH:4][cH:5][cH:6][cH:7]1)[O:8][c:9]1[c:10]([CH2:11][N:12]([c:13]2[n:14][cH:15][c:16]([OH:19])[cH:17][n:18]2)[CH2:20][c:21]2[cH:22][c:23]([C:31]([F:32])([F:33])[F:34])[cH:24][c:25]([C:27]([F:28])([F:29])[F:30])[cH:26]2)[cH:35][c:36]([C:39]([F:40])([F:41])[F:42])[cH:37][cH:38]1.[CH3:59][N:60]([CH3:61])[CH:62]=[O:63].[CH3:64][CH2:65][O:66][C:67](=[O:68])[CH3:69].[K+:56].[K+:57].[OH2:58]>>[CH2:1]([c:2]1[cH:3][cH:4][cH:5][cH:6][cH:7]1)[O:8][c:9]1[c:10]([CH2:11][N:12]([c:13]2[n:14][cH:15][c:16]([O:19][CH2:44][CH2:45][CH2:46][C:47](=[O:48])[O:49][CH2:50][CH3:51])[cH:17][n:18]2)[CH2:20][c:21]2[cH:22][c:23]([C:31]([F:32])([F:33])[F:34])[cH:24][c:25]([C:27]([F:28])([F:29])[F:30])[cH:26]2)[cH:35][c:36]([C:39]([F:40])([F:41])[F:42])[cH:37][cH:38]1. The reactants are CN(C)c1ccncc1, COC(=O)Cl, Clc1ccc(-c2n[nH]c(N3CCNCC3)c2-c2ccncc2)cc1, c1ccncc1. The product is COC(=O)N1CCN(c2n[nH]c(-c3ccc(Cl)cc3)c2-c2ccncc2)CC1. Reaction SMILES: [CH3:30][N:31]([CH3:32])[c:33]1[cH:34][cH:35][n:36][cH:37][cH:38]1.[Cl:1][C:2](=[O:3])[O:4][CH3:5].[Cl:6][c:7]1[cH:8][cH:9][c:10](-[c:13]2[n:14][nH:15][c:16]([N:24]3[CH2:25][CH2:26][NH:27][CH2:28][CH2:29]3)[c:17]2-[c:18]2[cH:19][cH:20][n:21][cH:22][cH:23]2)[cH:11][cH:12]1.[cH:39]1[cH:40][cH:41][n:42][cH:43][cH:44]1>>[C:2](=[O:3])([O:4][CH3:5])[N:27]1[CH2:26][CH2:25][N:24]([c:16]2[n:15][nH:14][c:13](-[c:10]3[cH:9][cH:8][c:7]([Cl:6])[cH:12][cH:11]3)[c:17]2-[c:18]2[cH:19][cH:20][n:21][cH:22][cH:23]2)[CH2:29][CH2:28]1.